This data is from the Open Reaction Database (ORD), a public repository of structured organic reaction records. The task is: describe an organic reaction: reactants, conditions, products, and yield Reactants: BrBr (bromine), C1(=CC=CC=C1)C=1C2=CC=CC=C2C=C2C=CC=CC12 (9-phenylanthracene), O.S(=S)(=O)([O-])[O-].[Na+].[Na+] (sodium thiosulfate water). Solvent: C(Cl)(Cl)(Cl)Cl (carbon tetrachloride), C(Cl)(Cl)(Cl)Cl (carbon tetrachloride). Reaction conditions: time 1 hour. The product is BrC=1C2=CC=CC=C2C(=C2C=CC=CC12)C1=CC=CC=C1 (9-bromo-10-phenylanthracene). Yield: 89.0%. Reaction SMILES: [C:1]1([C:7]2[C:8]3[C:13]([CH:14]=[C:15]4[C:20]=2[CH:19]=[CH:18][CH:17]=[CH:16]4)=[CH:12][CH:11]=[CH:10][CH:9]=3)[CH:6]=[CH:5][CH:4]=[CH:3][CH:2]=1.[Br:21]Br.O.S([O-])([O-])(=O)=S.[Na+].[Na+]>C(Cl)(Cl)(Cl)Cl>[Br:21][C:14]1[C:15]2[C:20]([C:7]([C:1]3[CH:2]=[CH:3][CH:4]=[CH:5][CH:6]=3)=[C:8]3[C:13]=1[CH:12]=[CH:11][CH:10]=[CH:9]3)=[CH:19][CH:18]=[CH:17][CH:16]=2 |f:2.3.4.5|. Reported procedure: 6.0 g (23.7 mmol) of 9-phenylanthracene was dissolved in 80 ml of carbon tetrachloride, and a solution in which 3.80 g (21.1 mmol) of bromine was dissolved in 10 ml of carbon tetrachloride was dropped into the reaction solution by a dropping funnel. After the dropping, stirring was conducted for 1 hour at room temperature. After reaction, a sodium thiosulfate water solution was added and the reaction was stopped. An organic layer was washed with an NaOH water solution and a saturated saline and ...